Dataset: the Open Reaction Database (ORD), a public repository of structured organic reaction records. Task: describe an organic reaction: reactants, conditions, products, and yield Starting materials: BrC1=CC=C(C=C1)[C@H]1[C@@H](C1)[N+](=O)[O-] (1-bromo-4-[(trans)-2-nitrocyclopropyl]benzene), BrC1=CC=C(C=C1)[C@H]1[C@@H](C1)[N+](=O)[O-] (1-bromo-4-[(trans)-2-nitrocyclopropyl]benzene), Cl (HCl), solution. The reagents and catalysts are [Zn] (Zn). Solvent: CC(C)O (i-PrOH). The product is BrC1=CC=C(C=C1)[C@H]1[C@@H](C1)N ((trans)-2-(4-bromophenyl)cyclopropanamine). Yield: 9.4%. As a reaction SMILES: [Br:1][C:2]1[CH:7]=[CH:6][C:5]([C@@H:8]2[CH2:10][C@H:9]2[N+:11]([O-])=O)=[CH:4][CH:3]=1.Cl>CC(O)C.[Zn]>[Br:1][C:2]1[CH:3]=[CH:4][C:5]([C@@H:8]2[CH2:10][C@H:9]2[NH2:11])=[CH:6][CH:7]=1. Procedure: Zn dust (1.97 g, 30 mol) was added in small portions, over a period of 30 min, to a vigorously stirred solution of 1-bromo-4-[(trans)-2-nitrocyclopropyl]benzene (Intermediate A, 0.73 g, 3.0 mmol) in i-PrOH (25 mL) and HCl (11 mL of aqueous solution 2.7 N, 30 mmol). After 17 h the mixture was filtered through a pad of celite, that was washed with 10 mL of methanol. The filtrate was concentrated and 10 mL of water were added, washing with CH2Cl2 (3×15 mL). The organic layers were dried over anhydr... Reactants: NCCOCC=1NC(=C(C(C1C(=O)OCC)C1=C(C=CC=C1)Cl)C(=O)OC)C (2-(2-aminoethoxy)methyl-4-(2-chlorophenyl)-3-ethoxycarbonyl-5-methoxycarbonyl-6-methyl-1,4-dihydropyridine), C(=O)(N1C=NC=C1)N1C=NC=C1 (carbonyldiimidazole), CN1CCOCC1 (N-methylmorpholine). Solvent: O1CCCC1 (tetrahydrofuran). Product: ClC1=C(C=CC=C1)C1C(=C(NC(=C1C(=O)OC)C)COCCNC(=O)N1C=NC=C1)C(=O)OCC (4-(2-Chlorophenyl)-3-ethoxycarbonyl-2-{2-[N-(1-imidazolylcarbonyl)amino]ethoxymethyl}-5-methoxycarbonyl-6-methyl-1,4-dihydropyridine). Isolated yield 66.2%. Reaction SMILES: [NH2:1][CH2:2][CH2:3][O:4][CH2:5][C:6]1[NH:7][C:8]([CH3:28])=[C:9]([C:24]([O:26][CH3:27])=[O:25])[CH:10]([C:17]2[CH:22]=[CH:21][CH:20]=[CH:19][C:18]=2[Cl:23])[C:11]=1[C:12]([O:14][CH2:15][CH3:16])=[O:13].[C:29](N1C=CN=C1)([N:31]1[CH:35]=[CH:34][N:33]=[CH:32]1)=[O:30].CN1CCOCC1>O1CCCC1>[Cl:23][C:18]1[CH:19]=[CH:20][CH:21]=[CH:22][C:17]=1[CH:10]1[C:9]([C:24]([O:26][CH3:27])=[O:25])=[C:8]([CH3:28])[NH:7][C:6]([CH2:5][O:4][CH2:3][CH2:2][NH:1][C:29]([N:31]2[CH:35]=[CH:34][N:33]=[CH:32]2)=[O:30])=[C:11]1[C:12]([O:14][CH2:15][CH3:16])=[O:13]. Procedure details: A solution of 2-(2-aminoethoxy)methyl-4-(2-chlorophenyl)-3-ethoxycarbonyl-5-methoxycarbonyl-6-methyl-1,4-dihydropyridine (20.4 g), carbonyldiimidazole (8.9 g) and N-methylmorpholine (20 ml) in tetrahydrofuran (500 ml) was stirred at room temperature for 2 hours and then evaporated. The residue was partitioned between ethyl acetate and water and the organic layer washed with water, dried (Na2SO4), and evaporated. The residual solid was washed with diethyl ether and dried to give the title compoun... Reactants: CCN(C)CC(=O)N1CCCc2cc(OC)c([N+](=O)[O-])cc21, CO. Product: CCN(C)CC(=O)N1CCCc2cc(OC)c(N)cc21. RXN SMILES: [CH2:1]([CH3:2])[N:3]([CH2:4][C:5](=[O:6])[N:7]1[CH2:8][CH2:9][CH2:10][c:11]2[cH:12][c:13]([O:20][CH3:21])[c:14]([N+:17]([O-:18])=[O:19])[cH:15][c:16]21)[CH3:22].[CH3:23][OH:24]>>[CH2:1]([CH3:2])[N:3]([CH2:4][C:5](=[O:6])[N:7]1[CH2:8][CH2:9][CH2:10][c:11]2[cH:12][c:13]([O:20][CH3:21])[c:14]([NH2:17])[cH:15][c:16]21)[CH3:22].